From a dataset of the Open Reaction Database (ORD), a public repository of structured organic reaction records. describe an organic reaction: reactants, conditions, products, and yield Starting materials: O=[N+]([O-])c1ccc(Br)cn1, CN1CCNCC1, O. The product is CN1CCN(c2ccc([N+](=O)[O-])nc2)CC1. Reaction SMILES: [Br:1][c:2]1[cH:3][cH:4][c:5]([N+:8](=[O:9])[O-:10])[n:6][cH:7]1.[CH3:11][N:12]1[CH2:13][CH2:14][NH:15][CH2:16][CH2:17]1.[OH2:18]>>[c:2]1([N:15]2[CH2:14][CH2:13][N:12]([CH3:11])[CH2:17][CH2:16]2)[cH:3][cH:4][c:5]([N+:8](=[O:9])[O-:10])[n:6][cH:7]1. The reactants are C(C)OC=C(C#N)C#N (Ethoxymethylenemalononitrile), CC=1C=C(N)C=C(C1)C (3,5-dimethylaniline), [S-]C#N.[NH4+] (ammonium thiocyanate), CC=1C=C(C=C(C1)C)NC(=S)N (N-(3,5-dimethylphenyl)thiourea), BrBr (bromine), [Na] (sodium), NC=1SC2=C(N1)C=C(C=C2C)C (2-Amino-5,7-dimethylbenzothiazole). Solvent: C(Cl)(Cl)Cl (chloroform), C(C)O (ethanol). The product is NC=1SC2=C(N1)C=C(C=C2C)C (2-Amino-5,7-dimethylbenzothiazole), CC=1C=C(C2=C(N=C(S2)N=C=C(C#N)C#N)C1)C (2-[(5,7-Dimethylbenzothiazol-2-ylimino)methylene]propanedinitrile). Yield: 72.7%. Reaction SMILES: CC1C=C(C=C(C)C=1)N.[S-]C#N.[NH4+].[CH3:14][C:15]1[CH:16]=[C:17]([NH:22][C:23]([NH2:25])=[S:24])[CH:18]=[C:19]([CH3:21])[CH:20]=1.BrBr.[NH2:28][C:29]1[S:30][C:31]2[C:37]([CH3:38])=[CH:36][C:35]([CH3:39])=[CH:34][C:32]=2[N:33]=1.[Na].C(O[CH:44]=[C:45]([C:48]#[N:49])[C:46]#[N:47])C>C(O)C.C(Cl)(Cl)Cl>[NH2:25][C:23]1[S:24][C:18]2[C:19]([CH3:21])=[CH:20][C:15]([CH3:14])=[CH:16][C:17]=2[N:22]=1.[CH3:39][C:35]1[CH:36]=[C:37]([CH3:38])[C:31]2[S:30][C:29]([N:28]=[C:44]=[C:45]([C:48]#[N:49])[C:46]#[N:47])=[N:33][C:32]=2[CH:34]=1 |f:1.2,^1:39|. Procedure details: 2-Amino-5,7-dimethylbenzothiazole was prepared by treatment of 3,5-dimethylaniline with ammonium thiocyanate and conversion of the resulting N-(3,5-dimethylphenyl)thiourea with bromine and chloroform (Barnikow and Bodeker Ber. 100(5), 1394), m.p. 142°-144°. 2-Amino-5,7-dimethylbenzothiazole, 6.16 g. (34.5 millimoles) was added to a solution of a pea-sized piece of sodium in 40 ml. of anhydrous ethanol. Ethoxymethylenemalononitrile, 4.22 g. (34.5 millimoles), was added to the solution and the mix... Solvent: C(C)O (ethanol), O (water). The yield is 36.4%. Yields the product O=C(CC1=CC(=NO1)C(=O)O)C (5-(2-Oxopropyl)isoxazole-3-carboxylic acid). Procedure details: Ethyl 5-(2-oxopropyl)isoxazole-3-carboxylate (0.65 g, 3.30 mmol) was dissolved in ethanol (10 ml). A solution of cesium carbonate (1.611 g, 4.94 mmol) in water (5 ml) was added to the reaction mixture and it was stirred for 7 h at RT. The reaction mixture was concentrated, diluted with water and pH was adjusted to 2 with citric acid. The aqueous phase was extracted with ethyl acetate, dried with Na2SO4 and evaporated to dryness afforded 0.203 g (36%) of the title compound. 1H-NMR (400 MHz; d6-DM... RXN SMILES: [O:1]=[C:2]([CH3:14])[CH2:3][C:4]1[O:8][N:7]=[C:6]([C:9]([O:11]CC)=[O:10])[CH:5]=1.C(=O)([O-])[O-].[Cs+].[Cs+]>C(O)C.O>[O:1]=[C:2]([CH3:14])[CH2:3][C:4]1[O:8][N:7]=[C:6]([C:9]([OH:11])=[O:10])[CH:5]=1 |f:1.2.3|. Reactants: O=C(CC1=CC(=NO1)C(=O)OCC)C (Ethyl 5-(2-oxopropyl)isoxazole-3-carboxylate), C([O-])([O-])=O.[Cs+].[Cs+] (cesium carbonate). Reaction conditions: time 7 hour. Starting materials: NaHB(OAc)3, C(=O)C1=CC=C(C(=O)OCOC(=O)N2C=C(C3=CC=CC=C23)CC(C)(C(NC(C)C2=CC=CC=C2)=O)NC(=O)OCC=2OC3=C(C2)C=CC=C3)C=C1 (3-[2-(Benzofuran-2-ylmethoxycarbonylamino)-2-(1-phenyl-ethylcarbamoyl)-propyl]-indole-1-carboxylic acid 4-formylbenzoyloxymethyl ester), OCCN1CCNCC1 (N-hydroxyethylpiperazine), C(C)(=O)O (acetic acid), C(Cl)(Cl)Cl (chloroform). Conditions: time 30 minute. The product is Cl.Cl.OCCN1CCN(CC1)CC1=CC=C(C(=O)OCOC(=O)N2C=C(C3=CC=CC=C23)CC(C)(C(NC(C)C2=CC=CC=C2)=O)NC(=O)OCC=2OC3=C(C2)C=CC=C3)C=C1 (3-[2-(Benzofuran-2-ylmethoxycarbonylamino)-2-(1-phenyl-ethylcarbamoyl)-propyl]-indole-1-carboxylic acid 4-[4-(2-hydroxy-ethyl)-piperazin-1-ylmethyl]-benzoyloxymethyl ester dihydrochloride salt). Yield: 69.0%. As a reaction SMILES: [CH:1]([C:3]1[CH:52]=[CH:51][C:6]([C:7]([O:9][CH2:10][O:11][C:12]([N:14]2[C:22]3[C:17](=[CH:18][CH:19]=[CH:20][CH:21]=3)[C:16]([CH2:23][C:24]([NH:37][C:38]([O:40][CH2:41][C:42]3[O:43][C:44]4[CH:50]=[CH:49][CH:48]=[CH:47][C:45]=4[CH:46]=3)=[O:39])([C:26](=[O:36])[NH:27][CH:28]([C:30]3[CH:35]=[CH:34][CH:33]=[CH:32][CH:31]=3)[CH3:29])[CH3:25])=[CH:15]2)=[O:13])=[O:8])=[CH:5][CH:4]=1)=O.[OH:53][CH2:54][CH2:55][N:56]1[CH2:61][CH2:60][NH:59][CH2:58][CH2:57]1.C(O)(=O)C.C(Cl)(Cl)[Cl:67]>>[ClH:67].[ClH:67].[OH:53][CH2:54][CH2:55][N:56]1[CH2:61][CH2:60][N:59]([CH2:1][C:3]2[CH:52]=[CH:51][C:6]([C:7]([O:9][CH2:10][O:11][C:12]([N:14]3[C:22]4[C:17](=[CH:18][CH:19]=[CH:20][CH:21]=4)[C:16]([CH2:23][C:24]([NH:37][C:38]([O:40][CH2:41][C:42]4[O:43][C:44]5[CH:50]=[CH:49][CH:48]=[CH:47][C:45]=5[CH:46]=4)=[O:39])([C:26](=[O:36])[NH:27][CH:28]([C:30]4[CH:35]=[CH:34][CH:33]=[CH:32][CH:31]=4)[CH3:29])[CH3:25])=[CH:15]3)=[O:13])=[O:8])=[CH:5][CH:4]=2)[CH2:58][CH2:57]1 |f:4.5.6|. Procedure: NaHB(OAc)3 (0.423 g, 1.996 mmol, 1.4 eq.) was added in three equal portions in 10 minutes to a cloudy solution of compound 19 (1.0 g, 1.43 mmol), N-hydroxyethylpiperazine (0.192 mL, 1.57 mmol, 1.1 eq.) and acetic acid (0.179 mL, 3.14 mmol, 2.2 eq.) in dry chloroform (20 mL) under N2 in an ice bath. The reaction was stirred in ice bath for 30 minutes and at room temperature overnight to give a white suspension. The reaction was worked up as above to give compound 20d as a white foam (0.804 g, 69%... Starting materials: C(C)(=O)C=1OC2=C(C1)C=CC=C2 (2-acetylbenzofuran), FC(C(C(=O)OCC)(F)F)(F)F (ethyl pentafluoropropionate). Yields the product O1C(=CC2=C1C=CC=C2)C(CC(C(C(F)(F)F)(F)F)=O)=O (1-(2-Benzofuryl)-4,4,5,5,5-pentafluoro-1,3-pentanedione). RXN SMILES: [C:1]([C:4]1[O:5][C:6]2[CH:12]=[CH:11][CH:10]=[CH:9][C:7]=2[CH:8]=1)(=[O:3])[CH3:2].[F:13][C:14]([F:24])([F:23])[C:15]([F:22])([F:21])[C:16](OCC)=[O:17]>>[O:5]1[C:6]2[CH:12]=[CH:11][CH:10]=[CH:9][C:7]=2[CH:8]=[C:4]1[C:1](=[O:3])[CH2:2][C:16](=[O:17])[C:15]([F:22])([F:21])[C:14]([F:24])([F:23])[F:13]. Procedure details: The compound was synthesized according to example 1 using 2-acetylbenzofuran and ethyl pentafluoropropionate as starting materials. The product was crystallized from petroleum ether. 1H NMR (CDCl3): 6.75 (s, 1 H); 7.35 (ddd, 1H, J=0.9 & 7.1 & 7.9 Hz); 7.51 (ddd, 1H, J=1.3 & 7.1 & 8.4 Hz); 7.58-7.60 (m, 1 H); 7.67 (d, 1H, J=0.9 Hz); 7.71-7.73 (m, 1 H). IR (film): 1614 (C═O); 1211, 1200 (C—F). Procedure details: To a stirred solution of tert-butyl 3-(2-{2-(cyclopropylmethoxy)-6-[(4-methoxybenzyl)oxy]phenyl}-7-oxo-7,8-dihydro-1,8-naphthyridin-4-yl)-1-piperidine-carboxylate (0.260 g, 0.425 mmol) in 1,4-dioxane (2 mL) was added 4 N HCl in dioxane (2 mL). The mixture was stirred at room temperature overnight, and diluted with ethyl acetate. The resulting precipitate was collected by filtration, washed with ethanol, and dried under reduced pressure to give 7-[2-(cyclopropylmethoxy)-6-hydroxyphenyl]-5-(3-pipe... Yield: 80.0%. The solvent is O1CCOCC1 (1,4-dioxane), O1CCOCC1 (dioxane), C(C)(=O)OCC (ethyl acetate). As a reaction SMILES: [CH:1]1([CH2:4][O:5][C:6]2[CH:11]=[CH:10][CH:9]=[C:8]([O:12]CC3C=CC(OC)=CC=3)[C:7]=2[C:22]2[CH:31]=[C:30]([CH:32]3[CH2:37][CH2:36][CH2:35][N:34](C(OC(C)(C)C)=O)[CH2:33]3)[C:29]3[CH:28]=[CH:27][C:26](=[O:45])[NH:25][C:24]=3[N:23]=2)[CH2:3][CH2:2]1.[ClH:46]>O1CCOCC1.C(OCC)(=O)C>[ClH:46].[CH:1]1([CH2:4][O:5][C:6]2[CH:11]=[CH:10][CH:9]=[C:8]([OH:12])[C:7]=2[C:22]2[N:23]=[C:24]3[C:29]([CH:28]=[CH:27][C:26](=[O:45])[NH:25]3)=[C:30]([CH:32]3[CH2:37][CH2:36][CH2:35][NH:34][CH2:33]3)[CH:31]=2)[CH2:2][CH2:3]1 |f:4.5|. Reactants: C1(CC1)COC1=C(C(=CC=C1)OCC1=CC=C(C=C1)OC)C1=NC=2NC(C=CC2C(=C1)C1CN(CCC1)C(=O)OC(C)(C)C)=O (tert-butyl 3-(2-{2-(cyclopropylmethoxy)-6-[(4-methoxybenzyl)oxy]phenyl}-7-oxo-7,8-dihydro-1,8-naphthyridin-4-yl)-1-piperidine-carboxylate), Cl (HCl). Product: Cl.C1(CC1)COC1=C(C(=CC=C1)O)C1=CC(=C2C=CC(NC2=N1)=O)C1CNCCC1 (7-[2-(cyclopropylmethoxy)-6-hydroxyphenyl]-5-(3-piperidinyl)-1,8-naphthyridin-2(1H)-one hydrochloride). Run at time 8 hour.